This data is from the Open Reaction Database (ORD), a public repository of structured organic reaction records. The task is: describe an organic reaction: reactants, conditions, products, and yield Product: Cc1ccc(-c2c(CN)c(CC(C)C)nc3ccc(-c4ccc(C(N)=O)o4)cc23)cc1. Reactants: CCOC(C)=O, Cl, Cc1ccc(-c2c(CNC(=O)OC(C)(C)C)c(CC(C)C)nc3ccc(-c4ccc(C(N)=O)o4)cc23)cc1. RXN SMILES: [CH3:40][CH2:41][O:42][C:43](=[O:44])[CH3:45].[ClH:39].[NH2:1][C:2](=[O:3])[c:4]1[cH:5][cH:6][c:7](-[c:9]2[cH:10][c:11]3[c:12](-[c:32]4[cH:33][cH:34][c:35]([CH3:38])[cH:36][cH:37]4)[c:13]([CH2:23][NH:24][C:25](=[O:26])[O:27][C:28]([CH3:29])([CH3:30])[CH3:31])[c:14]([CH2:19][CH:20]([CH3:21])[CH3:22])[n:15][c:16]3[cH:17][cH:18]2)[o:8]1>>[NH2:1][C:2](=[O:3])[c:4]1[cH:5][cH:6][c:7](-[c:9]2[cH:10][c:11]3[c:12](-[c:32]4[cH:33][cH:34][c:35]([CH3:38])[cH:36][cH:37]4)[c:13]([CH2:23][NH2:24])[c:14]([CH2:19][CH:20]([CH3:21])[CH3:22])[n:15][c:16]3[cH:17][cH:18]2)[o:8]1. Starting materials: N=1C=NN2C1C=CC(=C2)C=2N=C(NC2C2=NC(=CC=C2)C)CNC2=CC(=CC=C2)C=C (N-((4-([1,2,4]triazolo[1,5-a]pyridin-6-yl)-5-(6-methylpyridin-2-yl)-1H-imidazol-2-yl)methyl)-3-vinylaniline), OS(=O)(=O)O (H2SO4). The solvent is CCO (EtOH), CCO (EtOH), CCOCC (Et2O). Conditions: time 10 minute. Product: S(=O)(=O)(O)O.N=1C=NN2C1C=CC(=C2)C=2N=C(NC2C2=NC(=CC=C2)C)CNC2=CC(=CC=C2)C=C (N-((4-([1,2,4]triazolo[1,5-a]pyridin-6-yl)-5-(6-methylpyridin-2-yl)-1H-imidazol-2-yl)methyl)-3-vinylaniline sulfate). Isolated yield 64.0%. Reaction SMILES: [N:1]1[CH:2]=[N:3][N:4]2[CH:9]=[C:8]([C:10]3[N:11]=[C:12]([CH2:22][NH:23][C:24]4[CH:29]=[CH:28][CH:27]=[C:26]([CH:30]=[CH2:31])[CH:25]=4)[NH:13][C:14]=3[C:15]3[CH:20]=[CH:19][CH:18]=[C:17]([CH3:21])[N:16]=3)[CH:7]=[CH:6][C:5]=12.[OH:32][S:33]([OH:36])(=[O:35])=[O:34]>CCO.CCOCC>[S:33]([OH:36])([OH:35])(=[O:34])=[O:32].[N:1]1[CH:2]=[N:3][N:4]2[CH:9]=[C:8]([C:10]3[N:11]=[C:12]([CH2:22][NH:23][C:24]4[CH:29]=[CH:28][CH:27]=[C:26]([CH:30]=[CH2:31])[CH:25]=4)[NH:13][C:14]=3[C:15]3[CH:20]=[CH:19][CH:18]=[C:17]([CH3:21])[N:16]=3)[CH:7]=[CH:6][C:5]=12 |f:4.5|. Procedure: To a stirred suspension of N-((4-([1,2,4]triazolo[1,5-a]pyridin-6-yl)-5-(6-methylpyridin-2-yl)-1H-imidazol-2-yl)methyl)-3-vinylaniline (100 mg, 0.25 mmol) in anhydrous EtOH (2 mL) at 0° C. was added 10% H2SO4 in anhydrous EtOH (0.20 mL, 0.37 mmol). The mixture was allowed to warm to room temperature and stirred for 10 min. The reaction mixture was diluted with anhydrous Et2O (8 mL) and stirred for an additional 10 min. The precipitates were filtered under N2, washed with anhydrous Et2O (4×4 mL),... The product is CC(C)(C)OC(=O)N1CCC(NC(=NC(=O)OCc2ccccc2)NC(=O)c2nc(Cl)c(N)nc2N)CC1. Reactants: C1CCOC1, CSC(=NC(=O)OCc1ccccc1)NC(=O)c1nc(Cl)c(N)nc1N, CC(C)(C)OC(=O)N1CCC(N)CC1. As a reaction SMILES: [CH2:41]1[O:42][CH2:43][CH2:44][CH2:45]1.[NH2:1][c:2]1[c:3]([C:10](=[O:11])[NH:12][C:13]([S:14][CH3:15])=[N:16][C:17]([O:18][CH2:19][c:20]2[cH:21][cH:22][cH:23][cH:24][cH:25]2)=[O:26])[n:4][c:5]([Cl:9])[c:6]([NH2:8])[n:7]1.[NH2:27][CH:28]1[CH2:29][CH2:30][N:31]([C:34](=[O:35])[O:36][C:37]([CH3:38])([CH3:39])[CH3:40])[CH2:32][CH2:33]1>>[NH2:1][c:2]1[c:3]([C:10](=[O:11])[NH:12][C:13](=[N:16][C:17]([O:18][CH2:19][c:20]2[cH:21][cH:22][cH:23][cH:24][cH:25]2)=[O:26])[NH:27][CH:28]2[CH2:29][CH2:30][N:31]([C:34](=[O:35])[O:36][C:37]([CH3:38])([CH3:39])[CH3:40])[CH2:32][CH2:33]2)[n:4][c:5]([Cl:9])[c:6]([NH2:8])[n:7]1. Starting materials: CCN1CCN(c2nc(Br)cc3ccccc23)CC1, CCCC[Sn](CCCC)(CCCC)c1ccc(N2CCC3(CC2)OCCO3)cc1, Cc1ccccc1C. The product is CCN1CCN(c2nc(-c3ccc(N4CCC5(CC4)OCCO5)cc3)cc3ccccc23)CC1. As a reaction SMILES: [Br:1][c:2]1[n:3][c:4]([N:12]2[CH2:13][CH2:14][N:15]([CH2:18][CH3:19])[CH2:16][CH2:17]2)[c:5]2[cH:6][cH:7][cH:8][cH:9][c:10]2[cH:11]1.[CH2:20]1[O:21][C:22]2([CH2:23][CH2:24][N:25]([c:28]3[cH:29][cH:30][c:31]([Sn:34]([CH2:35][CH2:36][CH2:37][CH3:38])([CH2:39][CH2:40][CH2:41][CH3:42])[CH2:43][CH2:44][CH2:45][CH3:46])[cH:32][cH:33]3)[CH2:26][CH2:27]2)[O:47][CH2:48]1.[c:49]1([CH3:50])[c:51]([CH3:52])[cH:53][cH:54][cH:55][cH:56]1>>[c:2]1(-[c:31]2[cH:30][cH:29][c:28]([N:25]3[CH2:24][CH2:23][C:22]4([O:21][CH2:20][CH2:48][O:47]4)[CH2:27][CH2:26]3)[cH:33][cH:32]2)[n:3][c:4]([N:12]2[CH2:13][CH2:14][N:15]([CH2:18][CH3:19])[CH2:16][CH2:17]2)[c:5]2[cH:6][cH:7][cH:8][cH:9][c:10]2[cH:11]1. Reactants: FC1=C(C=CC(=C1)F)C(CN1N=CN=C1)=O (1-(2,4-difluorophenyl)-2-(1H-1,2,4-triazol-1-yl)ethanone), ClC1=NC=NC(=C1Cl)CC (4,5-dichloro-6-ethylpyrimidine), ClC1=NC=NC(=C1Cl)CC (4,5-Dichloro-6-ethylpyrimidine), [Li+].CC(C)[N-]C(C)C (LDA). Solvent: C1CCOC1 (THF), C1CCOC1 (THF). Conditions: time 10 minute. The product is ClC1=NC=NC(=C1Cl)C(C(CN1N=CN=C1)(O)C1=C(C=C(C=C1)F)F)C (3-(4,5-Dichloropyrimidin-6-yl)-2-(2,4-difluorophenyl)-1-(1H-1,2,4-triazol-1-yl)butan-2-ol). Reaction SMILES: [Li+].CC([N-]C(C)C)C.[Cl:9][C:10]1[C:15]([Cl:16])=[C:14]([CH2:17][CH3:18])[N:13]=[CH:12][N:11]=1.[F:19][C:20]1[CH:25]=[C:24]([F:26])[CH:23]=[CH:22][C:21]=1[C:27](=[O:34])[CH2:28][N:29]1[CH:33]=[N:32][CH:31]=[N:30]1>C1COCC1>[Cl:9][C:10]1[C:15]([Cl:16])=[C:14]([CH:17]([CH3:18])[C:27]([C:21]2[CH:22]=[CH:23][C:24]([F:26])=[CH:25][C:20]=2[F:19])([OH:34])[CH2:28][N:29]2[CH:33]=[N:32][CH:31]=[N:30]2)[N:13]=[CH:12][N:11]=1 |f:0.1|. Procedure: To a solution of LDA (13.6 mmol) in THF (50 ml) (prepared by a similar method to that used in Example 1) at -70° C. was added dropwise 4,5-dichloro-6-ethylpyrimidine (the product of part (ii)) (2.37 g, 13.3 mmol) and the resulting solution was stirred at this at this temperature for 10 minutes. A solution of 1-(2,4-difluorophenyl)-2-(1H-1,2,4-triazol-1-yl)ethanone (2.97 g 13.3 mmol) in THF (50 ml) was added to the reaction mixture at such a rate so as to maintain the reaction temperature below -... The solvent is O (water). The reactants are Cl (hydrochloric acid), CC1=C(C(=O)OC)C=CC(=C1SC)C(C(F)(F)F)(F)F (methyl 2-methyl-3-(methylthio)-4-(pentafluoroethyl)benzoate), CO (methanol), clean product, [OH-].[Na+] (sodium hydroxide). The product is CC1=C(C(=O)O)C=CC(=C1SC)C(C(F)(F)F)(F)F (2-methyl-3-(methylthio)-4-(pentafluoroethyl)benzoic acid). Procedure: 530 mg (1.69 mmol) of methyl 2-methyl-3-(methylthio)-4-(pentafluoroethyl)benzoate were introduced into 10 ml of methanol and admixed with 0.5 ml of 20% strength aqueous sodium hydroxide solution. The contents were stirred at RT until a check on the reaction by thin-layer chromatography indicated complete conversion. The mixture was freed from the solvent, and the residue was taken up in a little water. The mixture was acidified with 1M hydrochloric acid, then stirred for 5 minutes and finally fi... As a reaction SMILES: [CH3:1][C:2]1[C:11]([S:12][CH3:13])=[C:10]([C:14]([F:20])([F:19])[C:15]([F:18])([F:17])[F:16])[CH:9]=[CH:8][C:3]=1[C:4]([O:6]C)=[O:5].CO.[OH-].[Na+].Cl>O>[CH3:1][C:2]1[C:11]([S:12][CH3:13])=[C:10]([C:14]([F:20])([F:19])[C:15]([F:16])([F:18])[F:17])[CH:9]=[CH:8][C:3]=1[C:4]([OH:6])=[O:5] |f:2.3|. RXN SMILES: [C:1]1(=[O:11])[O:6][C:4](=[O:5])[C:3]2=[CH:7][CH:8]=[CH:9][CH:10]=[C:2]12.[CH:12]1([Mg]Cl)[CH2:17][CH2:16][CH2:15][CH2:14][CH2:13]1.Cl>O1CCCC1>[CH:12]1([C:4]([C:3]2[CH:7]=[CH:8][CH:9]=[CH:10][C:2]=2[C:1]([OH:6])=[O:11])=[O:5])[CH2:17][CH2:16][CH2:15][CH2:14][CH2:13]1. Run in O1CCCC1 (tetrahydrofuran). The reactants are C1(C=2C(C(=O)O1)=CC=CC2)=O (phthalic anhydride), 0.5-N, Cl (hydrochloric acid), C1(CCCCC1)[Mg]Cl (cyclohexylmagnesium chloride). Procedure: 10.0 g of phthalic anhydride was dissolved in 200 ml of tetrahydrofuran, and 40 ml of cyclohexylmagnesium chloride (2.0M, ether solution) was added dropwise to the solution at -50° C. After stirring the solution at the same temperature for 1 hour, the reaction solution was poured into 0.5-N hydrochloric acid, and extracted with chloroform. After the organic layer was dried over magnesium sulfide, it was purified by silica gel chromatography (eluent: chloroform-methanol) to obtain 12.0 g of o-(cy... Yields the product C1(CCCCC1)C(=O)C1=C(C(=O)O)C=CC=C1 (o-(cyclohexanoyl) benzoic acid). Run at time 1 hour.